This data is from the Open Reaction Database (ORD), a public repository of structured organic reaction records. The task is: describe an organic reaction: reactants, conditions, products, and yield The reactants are [BH4-], C=C1COC(c2cc(F)c(F)cc2F)=C([N+](=O)[O-])C1, ClC(Cl)Cl, CC(C)O, [Na+]. Product: C=C1COC(c2cc(F)c(F)cc2F)C([N+](=O)[O-])C1. Reaction SMILES: [BH4-:20].[CH2:1]=[C:2]1[CH2:3][O:4][C:5]([c:11]2[c:12]([F:19])[cH:13][c:14]([F:18])[c:15]([F:17])[cH:16]2)=[C:6]([N+:8](=[O:9])[O-:10])[CH2:7]1.[CH:22]([Cl:23])([Cl:24])[Cl:25].[CH:26]([OH:27])([CH3:28])[CH3:29].[Na+:21]>>[CH2:1]=[C:2]1[CH2:3][O:4][CH:5]([c:11]2[c:12]([F:19])[cH:13][c:14]([F:18])[c:15]([F:17])[cH:16]2)[CH:6]([N+:8](=[O:9])[O-:10])[CH2:7]1. Reactants: COC(=O)C1CCC(NC(=O)OC(C)(C)C)CC1, CI, CN(C)C=O, CO, [Cl-], [H-], [NH4+], [Na+]. Yields the product COC(=O)C1CCC(N(C)C(=O)OC(C)(C)C)CC1. Reaction SMILES: [C:1]([CH3:2])([CH3:3])([CH3:4])[O:5][C:6](=[O:7])[NH:8][CH:9]1[CH2:10][CH2:11][CH:12]([C:15](=[O:16])[O:17][CH3:18])[CH2:13][CH2:14]1.[CH3:21][I:22].[CH3:25][N:26]([CH3:27])[CH:28]=[O:29].[CH3:30][OH:31].[Cl-:23].[H-:19].[NH4+:24].[Na+:20]>>[C:1]([CH3:2])([CH3:3])([CH3:4])[O:5][C:6](=[O:7])[N:8]([CH:9]1[CH2:10][CH2:11][CH:12]([C:15](=[O:16])[O:17][CH3:18])[CH2:13][CH2:14]1)[CH3:21]. The reactants are C(C)(C)(C)OC(NC1(COC(OC1)(C)C)CCC1=CC(=C(C=C1)OCCCC1=CC(=CC=C1)OC(F)(F)F)C(F)(F)F)=O ([2,2-dimethyl-5-(2-{4-[3-(3-trifluoromethoxyphenyl)propoxy]-3-trifluoromethylphenyl}ethyl)-1,3-dioxan-5-yl]carbamic acid t-butyl ester), Cl (hydrochloric acid). The solvent is C(C)O (ethanol). Reaction conditions: temperature 80 celsius, time 2 hour. The product is Cl.NC(CO)(CO)CCC1=CC(=C(C=C1)OCCCC1=CC(=CC=C1)OC(F)(F)F)C(F)(F)F (2-amino-2-(2-{4-[3-(3-trifluoromethoxyphenyl)propoxy]-3-trifluoromethylphenyl}ethyl)propane-1,3-diol hydrochloride). Reaction SMILES: C(OC(=O)[NH:7][C:8]1([CH2:16][CH2:17][C:18]2[CH:23]=[CH:22][C:21]([O:24][CH2:25][CH2:26][CH2:27][C:28]3[CH:33]=[CH:32][CH:31]=[C:30]([O:34][C:35]([F:38])([F:37])[F:36])[CH:29]=3)=[C:20]([C:39]([F:42])([F:41])[F:40])[CH:19]=2)[CH2:13][O:12]C(C)(C)[O:10][CH2:9]1)(C)(C)C.[ClH:44]>C(O)C>[ClH:44].[NH2:7][C:8]([CH2:16][CH2:17][C:18]1[CH:23]=[CH:22][C:21]([O:24][CH2:25][CH2:26][CH2:27][C:28]2[CH:33]=[CH:32][CH:31]=[C:30]([O:34][C:35]([F:36])([F:37])[F:38])[CH:29]=2)=[C:20]([C:39]([F:40])([F:41])[F:42])[CH:19]=1)([CH2:13][OH:12])[CH2:9][OH:10] |f:3.4|. Reported procedure: Compound 58-4 (790 mg) was dissolved in ethanol (15 ml), concentrated hydrochloric acid (1.5 ml) was added, and the mixture was stirred at 80° C. for 2 hr. The reaction mixture was concentrated, and the residue was washed, with diethyl ether to give the object product (590 mg) as a white powder. The reactants are N([C@@H](C(C)C)C(=O)O)C(=O)OC(C)(C)C (Boc-Val-OH), N([C@@H](CC1=CC=C(C=C1)O)C(=O)C=[N+]=[N-])C(=O)OC(C)(C)C (Boc-TyrCHN2), N([C@@H](CC1=CC=C(C=C1)O)C(=O)O)C(=O)OC(C)(C)C (Boc-Tyr-OH), N([C@@H](C(C)C)C(=O)C=[N+]=[N-])C(=O)OC(C)(C)C (Boc-ValCHN2), Cl (HCl). Product: N([C@@H](C(C)C)C(=O)C=[N+]=[N-])C(=O)OC(C)(C)C (Boc-ValCHN2), N([C@@H](C(C)C)C(=O)CCl)C(=O)OC(C)(C)C (Boc-ValCH2Cl). Reaction SMILES: N(C(OC(C)(C)C)=O)[C@H](C(C=[N+]=[N-])=O)CC1C=CC(O)=CC=1.N(C(OC(C)(C)C)=O)[C@H](C(O)=O)CC1C=CC(O)=CC=1.N(C(OC(C)(C)C)=O)[C@H](C(O)=O)C(C)C.[NH:58]([C:68]([O:70][C:71]([CH3:74])([CH3:73])[CH3:72])=[O:69])[C@H:59]([C:63]([CH:65]=[N+:66]=[N-:67])=[O:64])[CH:60]([CH3:62])[CH3:61].[ClH:75]>>[NH:58]([C:68]([O:70][C:71]([CH3:73])([CH3:72])[CH3:74])=[O:69])[C@H:59]([C:63]([CH:65]=[N+:66]=[N-:67])=[O:64])[CH:60]([CH3:61])[CH3:62].[NH:58]([C:68]([O:70][C:71]([CH3:74])([CH3:73])[CH3:72])=[O:69])[C@H:59]([C:63]([CH2:65][Cl:75])=[O:64])[CH:60]([CH3:62])[CH3:61]. Reported procedure: Boc-ValCHN2 was prepared by a procedure substantially similar to that described for preparation of Boc-TyrCHN2 (Procedure C) except that Boc-Tyr-OH was replaced with Boc-Val-OH. Boc-ValCHN2 was treated with 3.45N ethanolic:HCl, as described in Procedure C, to give Boc-ValCH2Cl. After crystallization from hexane, product melted at 70°-73°. The reactants are CC1=CC=CC(=N1)N1C(C(=NC2=CC=CC=C12)C(=O)OCC)=O (ethyl 1-(6-methylpyridine-2-yl)-2-oxo-1,2-dihydroquinoxaline-3-carboxylate), C([O-])([O-])=O.[K+].[K+] (potassium carbonate). Solvent: O1CCOCC1 (1,4-dioxane), O (water). Run at temperature 60 celsius, time 1 hour. Product: CC1=CC=CC(=N1)N1C(C(=NC2=CC=CC=C12)C(=O)O)=O (1-(6-methylpyridine-2-yl)-2-oxo-1,2-dihydroquinoxaline-3-carboxylic acid). Isolated yield 94.1%. RXN SMILES: [CH3:1][C:2]1[N:7]=[C:6]([N:8]2[C:17]3[C:12](=[CH:13][CH:14]=[CH:15][CH:16]=3)[N:11]=[C:10]([C:18]([O:20]CC)=[O:19])[C:9]2=[O:23])[CH:5]=[CH:4][CH:3]=1.C(=O)([O-])[O-].[K+].[K+]>O1CCOCC1.O>[CH3:1][C:2]1[N:7]=[C:6]([N:8]2[C:17]3[C:12](=[CH:13][CH:14]=[CH:15][CH:16]=3)[N:11]=[C:10]([C:18]([OH:20])=[O:19])[C:9]2=[O:23])[CH:5]=[CH:4][CH:3]=1 |f:1.2.3|. Procedure details: 27.2 g (88 mmol) of ethyl 1-(6-methylpyridine-2-yl)-2-oxo-1,2-dihydroquinoxaline-3-carboxylate was dissolved in 1,4-dioxane (50 ml) and water (50 ml), and 18.3 g (0.13 mol) of potassium carbonate was added thereto, and the solution was stirred for 1 hour at 60° C. The solvent was distilled off under reduced pressure and the aqueous layer was adjusted to pH<4. The precipitated crystals were filtered to obtain 23.3 g (yield: 94%) of 1-(6-methylpyridine-2-yl)-2-oxo-1,2-dihydroquinoxaline-3-carboxyl... Starting materials: BrB(Br)Br, COc1ccc2c(c1)CCC(C1(C)COC(=O)N1)C2, ClCCl, O. The product is CC1(C2CCc3cc(O)ccc3C2)COC(=O)N1. RXN SMILES: [B:20]([Br:21])([Br:22])[Br:23].[CH3:1][O:2][c:3]1[cH:4][c:5]2[c:10]([cH:11][cH:12]1)[CH2:9][CH:8]([C:13]1([CH3:19])[NH:14][C:15](=[O:18])[O:16][CH2:17]1)[CH2:7][CH2:6]2.[Cl:25][CH2:26][Cl:27].[OH2:24]>>[OH:2][c:3]1[cH:4][c:5]2[c:10]([cH:11][cH:12]1)[CH2:9][CH:8]([C:13]1([CH3:19])[NH:14][C:15](=[O:18])[O:16][CH2:17]1)[CH2:7][CH2:6]2. The reactants are O=C([O-])[O-], CI, CC(C)=O, CC(C)C(=O)c1nc(C(C)C)c(Sc2cc(Cl)cc(Cl)c2)[nH]1, [K+], [K+]. The product is CC(C)C(=O)c1nc(C(C)C)c(Sc2cc(Cl)cc(Cl)c2)n1C. Reaction SMILES: [C:23](=[O:24])([O-:25])[O-:26].[CH3:29][I:30].[CH3:31][C:32](=[O:33])[CH3:34].[CH:1]([CH3:2])([CH3:3])[C:4](=[O:5])[c:6]1[nH:7][c:8]([S:14][c:15]2[cH:16][c:17]([Cl:22])[cH:18][c:19]([Cl:21])[cH:20]2)[c:9]([CH:11]([CH3:12])[CH3:13])[n:10]1.[K+:27].[K+:28]>>[CH:1]([CH3:2])([CH3:3])[C:4](=[O:5])[c:6]1[n:7]([CH3:23])[c:8]([S:14][c:15]2[cH:16][c:17]([Cl:22])[cH:18][c:19]([Cl:21])[cH:20]2)[c:9]([CH:11]([CH3:12])[CH3:13])[n:10]1.